Dataset: the Open Reaction Database (ORD), a public repository of structured organic reaction records. Task: describe an organic reaction: reactants, conditions, products, and yield Yield: 46.5%. Run in C(C)(=O)OCC (ethyl acetate), O1CCCC1 (tetrahydrofuran). Reported procedure: To a 0° C. mixture of 0.165 g of product from Example 383 in 4 ml of tetrahydrofuran and 0.222 g of diisopropylethyl amine is added 0.122 g of chloromethylethyl ether. The reaction is stirred for 45 minutes at 0° C. and then 23 hours at 20° C. The mixture is given an aqueous workup (ethyl acetate, 0.5M potassium dihydrogen phosphate, saturated sodium chloride) and the purified by chromatography to give 0.100 g of the desired product. Product: C(C)OCOC[C@H]1CCC(S1)SC(C)=O ((5R)-Ethanethioic Acid S-[5-[(Ethoxymethoxy)methyl]tetrahydro-2-thienyl]Ester). Reaction conditions: temperature 0 celsius, time 45 minute. RXN SMILES: [OH:1][CH2:2][CH:3]1[S:7][CH:6]([S:8][C:9](=[O:11])[CH3:10])[CH2:5][CH2:4]1.C(N(C(C)C)CC)(C)C.Cl[CH2:22][O:23][CH2:24][CH3:25].P([O-])(O)(O)=O.[K+].[Cl-].[Na+]>O1CCCC1.C(OCC)(=O)C>[CH2:24]([O:23][CH2:22][O:1][CH2:2][C@@H:3]1[S:7][CH:6]([S:8][C:9](=[O:11])[CH3:10])[CH2:5][CH2:4]1)[CH3:25] |f:3.4,5.6|. The reactants are P(=O)(O)(O)[O-].[K+] (potassium dihydrogen phosphate), [Cl-].[Na+] (sodium chloride), OCC1CCC(S1)SC(C)=O (Ethanethioic Acid S-(Tetrahydro-5-(hydroxymethyl)-2-thienyl) Ester), C(C)(C)N(CC)C(C)C (diisopropylethyl amine), ClCOCC (chloromethylethyl ether). Reactants: CCOC(=O)Cl, ClCCl, Cc1cc2c(cc1C(F)(F)F)NCCCC2N(Cc1cc(C(F)(F)F)cc(C(F)(F)F)c1)c1nnn[nH]1, c1ccncc1. Yields the product CCOC(=O)N1CCCC(N(Cc2cc(C(F)(F)F)cc(C(F)(F)F)c2)c2nnn[nH]2)c2cc(C)c(C(F)(F)F)cc21. Reaction SMILES: [Cl:1][C:2](=[O:3])[O:4][CH2:5][CH3:6].[Cl:50][CH2:51][Cl:52].[F:13][C:14]([c:15]1[cH:16][c:17]([CH2:18][N:19]([c:20]2[n:21][n:22][n:23][nH:24]2)[CH:25]2[c:26]3[c:27]([cH:32][c:33]([C:37]([F:38])([F:39])[F:40])[c:34]([CH3:36])[cH:35]3)[NH:28][CH2:29][CH2:30][CH2:31]2)[cH:41][c:42]([C:44]([F:45])([F:46])[F:47])[cH:43]1)([F:48])[F:49].[cH:7]1[cH:8][cH:9][n:10][cH:11][cH:12]1>>[C:2](=[O:3])([O:4][CH2:5][CH3:6])[N:28]1[c:27]2[c:26]([cH:35][c:34]([CH3:36])[c:33]([C:37]([F:38])([F:39])[F:40])[cH:32]2)[CH:25]([N:19]([CH2:18][c:17]2[cH:16][c:15]([C:14]([F:13])([F:48])[F:49])[cH:43][c:42]([C:44]([F:45])([F:46])[F:47])[cH:41]2)[c:20]2[n:21][n:22][n:23][nH:24]2)[CH2:31][CH2:30][CH2:29]1.